This data is from the Open Reaction Database (ORD), a public repository of structured organic reaction records. The task is: describe an organic reaction: reactants, conditions, products, and yield The reactants are [Si](C)(C)(C(C)(C)C)OC1(CC1)CC=O (2-(1-(tert-butyldimethylsilyloxy)cyclopropyl)acetaldehyde), [Si](CC)(CC)(CC)O (TESOH), CC(C)(C)[S@@](=O)N ((R)-2-methylpropane-2-sulfinamide), cupric sulfate. Run in C(Cl)Cl (DCM). Reaction conditions: temperature 23 celsius, time 5 minute. Product: [Si](C)(C)(C(C)(C)C)OC1(CC1)C\C=N\[S@](=O)C(C)(C)C ((R,E)-N-(2-(1-(tert-butyldimethylsilyloxy)cyclopropyl)ethylidene)-2-methylpropane-2-sulfinamide). RXN SMILES: [Si:1]([O:8][C:9]1([CH2:12][CH:13]=O)[CH2:11][CH2:10]1)([C:4]([CH3:7])([CH3:6])[CH3:5])([CH3:3])[CH3:2].[Si](O)(CC)(CC)CC.[CH3:23][C:24]([S@:27]([NH2:29])=[O:28])([CH3:26])[CH3:25]>C(Cl)Cl>[Si:1]([O:8][C:9]1([CH2:12]/[CH:13]=[N:29]/[S@@:27]([C:24]([CH3:26])([CH3:25])[CH3:23])=[O:28])[CH2:11][CH2:10]1)([C:4]([CH3:7])([CH3:6])[CH3:5])([CH3:3])[CH3:2]. Procedure: To a 1.0 L round bottom flask containing 2-(1-(tert-butyldimethylsilyloxy)cyclopropyl)acetaldehyde (5.00 g, 23.3 mmol) (crude 10.5 g with TESOH, 1H NMR showed about 50/50 sm to impurity) was added DCM (200 mL) and the mixture was allowed to stir at 23° C. for 5 min. At this time, (R)-2-methylpropane-2-sulfinamide (2.83 g, 23.3 mmol) and cupric sulfate anhydrous (2.58 ml, 58.3 mmol) were added and the reaction was allowed to stir for 40 h. The copper salts were removed by celite filtration. The f... The reactants are COC(=O)c1ccc2c(c1)nc(CO)n2CCC(C)C, ClCCl, O=S(Cl)Cl. Product: COC(=O)c1ccc2c(c1)nc(CCl)n2CCC(C)C. RXN SMILES: [CH3:1][O:2][C:3](=[O:4])[c:5]1[cH:6][c:7]2[c:8]([n:9]([CH2:14][CH2:15][CH:16]([CH3:17])[CH3:18])[c:10]([CH2:12][OH:13])[n:11]2)[cH:19][cH:20]1.[Cl:25][CH2:26][Cl:27].[S:21]([Cl:22])([Cl:23])=[O:24]>>[CH3:1][O:2][C:3](=[O:4])[c:5]1[cH:6][c:7]2[c:8]([n:9]([CH2:14][CH2:15][CH:16]([CH3:17])[CH3:18])[c:10]([CH2:12][Cl:23])[n:11]2)[cH:19][cH:20]1.